From a dataset of the Open Reaction Database (ORD), a public repository of structured organic reaction records. describe an organic reaction: reactants, conditions, products, and yield Starting materials: C([O-])([O-])=O.[Na+].[Na+] (sodium carbonate), NC1=NC(=CC(=N1)C1=CC=C(C=C1)C[C@@H](C(=O)O)NC(=O)OC(C)(C)C)OC(C(F)(F)F)C1=C(C=C(C=C1)Br)F ((S)-3-(4-{2-amino-6-[1-(4-bromo-2-fluoro-phenyl)-2,2,2-trifluoro-ethoxy]-pyrimidin-4-yl}-phenyl)-2-tert-butoxycarbonylamino-propionic acid), COC=1C=NC=C(C1)B1OC(C(O1)(C)C)(C)C (3-methoxy-5-(4,4,5,5-tetramethyl-[1,3,2]dioxaborolan-2-yl)-pyridine), C(C)#N (acetonitrile), dichlorobis(triphenylphosphine) palladium(II). Run in O (water). Conditions: temperature 150 celsius. Product: NC1=NC(=CC(=N1)C1=CC=C(C=C1)C[C@@H](C(=O)O)NC(=O)OC(C)(C)C)OC(C(F)(F)F)C1=C(C=C(C=C1)C=1C=NC=C(C1)OC)F ((S)-3-[4-(2-amino-6-{2,2,2-trifluoro-1-[2-fluoro-4-(5-methoxy-pyridin-3-yl)-phenyl]-ethoxy}-pyrimidin-4-yl)-phenyl]-2-tert-butoxycarbonylamino-propionic acid). The yield is 38.8%. RXN SMILES: [NH2:1][C:2]1[N:7]=[C:6]([C:8]2[CH:13]=[CH:12][C:11]([CH2:14][C@H:15]([NH:19][C:20]([O:22][C:23]([CH3:26])([CH3:25])[CH3:24])=[O:21])[C:16]([OH:18])=[O:17])=[CH:10][CH:9]=2)[CH:5]=[C:4]([O:27][CH:28]([C:33]2[CH:38]=[CH:37][C:36](Br)=[CH:35][C:34]=2[F:40])[C:29]([F:32])([F:31])[F:30])[N:3]=1.[CH3:41][O:42][C:43]1[CH:44]=[N:45][CH:46]=[C:47](B2OC(C)(C)C(C)(C)O2)[CH:48]=1.C(#N)C.C(=O)([O-])[O-].[Na+].[Na+]>O>[NH2:1][C:2]1[N:7]=[C:6]([C:8]2[CH:13]=[CH:12][C:11]([CH2:14][C@H:15]([NH:19][C:20]([O:22][C:23]([CH3:26])([CH3:25])[CH3:24])=[O:21])[C:16]([OH:18])=[O:17])=[CH:10][CH:9]=2)[CH:5]=[C:4]([O:27][CH:28]([C:33]2[CH:38]=[CH:37][C:36]([C:47]3[CH:46]=[N:45][CH:44]=[C:43]([O:42][CH3:41])[CH:48]=3)=[CH:35][C:34]=2[F:40])[C:29]([F:32])([F:31])[F:30])[N:3]=1 |f:3.4.5|. Procedure: A microwave vial (2 ml) was charged with (S)-3-(4-{2-amino-6-[1-(4-bromo-2-fluoro-phenyl)-2,2,2-trifluoro-ethoxy]-pyrimidin-4-yl}-phenyl)-2-tert-butoxycarbonylamino-propionic acid (130 mg, 0.2 mmol), 3-methoxy-5-(4,4,5,5-tetramethyl-[1,3,2]dioxaborolan-2-yl)-pyridine (70 mg, 0.3 mmol) 1 ml of acetonitrile, and 0.7 ml of water. To this mixture was added 0.4 ml of aqueous sodium carbonate (1M), followed by 14 mg (5 mol %) of dichlorobis(triphenylphosphine) palladium(II). The reaction vessel was se... Reactants: ClC1=NC=C(C=C1OCC(=O)OCC)Cl (ethyl (2,5-dichloropyrid-3-yloxy)-acetate). The solvent is C(C)(=O)O (acetic acid). The product is C(C)OC(COC=1C=NC=C(C1)Cl)=O (ethyl(5-chloropyrid-3-yloxy)acetate), ether-pentane. RXN SMILES: Cl[C:2]1[C:7]([O:8][CH2:9][C:10]([O:12][CH2:13][CH3:14])=[O:11])=[CH:6][C:5]([Cl:15])=[CH:4][N:3]=1>C(O)(=O)C>[CH2:13]([O:12][C:10](=[O:11])[CH2:9][O:8][C:7]1[CH:2]=[N:3][CH:4]=[C:5]([Cl:15])[CH:6]=1)[CH3:14]. Reported procedure: A solution of ethyl (2,5-dichloropyrid-3-yloxy)-acetate (200mg.) in glacial acetic acid (8ml.) was stirred overnight under reflux with acid washed zinc powder (1.0g.). The solution was cooled and filtered and the filtrate was evaporated to dryness. The residue was purified by chromatography on silica gel to yield ethyl(5-chloropyrid-3-yloxy)acetate, m.p. 38°-40°C. (ether-pentane). The reactants are [Al+3], C1CCOC1, CCOC(C)=O, Cl, [H-], [H-], [H-], [H-], [Li+], COC(=O)c1ccccc1-c1ccc(C(=C2CC(C)(C)CC(C)(C)C2)c2ccc(O)cc2)cc1. Product: CC1(C)CC(=C(c2ccc(O)cc2)c2ccc(-c3ccccc3CO)cc2)CC(C)(C)C1. RXN SMILES: [Al+3:36].[CH2:48]1[O:49][CH2:50][CH2:51][CH2:52]1.[CH3:41][CH2:42][O:43][C:44]([CH3:45])=[O:46].[ClH:47].[H-:35].[H-:38].[H-:39].[H-:40].[Li+:37].[OH:1][c:2]1[cH:3][cH:4][c:5]([C:8]([c:9]2[cH:10][cH:11][c:12](-[c:15]3[c:16]([C:21](=[O:22])[O:23][CH3:24])[cH:17][cH:18][cH:19][cH:20]3)[cH:13][cH:14]2)=[C:25]2[CH2:26][C:27]([CH3:33])([CH3:34])[CH2:28][C:29]([CH3:31])([CH3:32])[CH2:30]2)[cH:6][cH:7]1>>[OH:1][c:2]1[cH:3][cH:4][c:5]([C:8]([c:9]2[cH:10][cH:11][c:12](-[c:15]3[c:16]([CH2:21][OH:22])[cH:17][cH:18][cH:19][cH:20]3)[cH:13][cH:14]2)=[C:25]2[CH2:26][C:27]([CH3:33])([CH3:34])[CH2:28][C:29]([CH3:31])([CH3:32])[CH2:30]2)[cH:6][cH:7]1. The reactants are C(C1=CC=CC=C1)(=O)NC=1C=2N=CN([C@H]3C[C@H](O)[C@@H](COC(C4=CC=C(C=C4)OC)(C4=CC=C(C=C4)OC)C4=CC=CC=C4)O3)C2N=CN1 (N6 -benzoyl-5'-O-(4,4'-dimethoxytrityl)-2'-deoxyadenosine), [Si](C)(C)(C(C)(C)C)O[C@H]1C[C@@H](O[C@@H]1CO)N1C=NC=2C(=O)NC(NC(C(C)C)=O)=NC12 (3'-O-t-butyldimethylsilyl-N2 -isobutyryl-2'-deoxyguanosine). Product: [Si](C)(C)(C(C)(C)C)O[C@H]1C[C@@H](O[C@@H]1CO)N1C=NC=2C(NC(C3=CC=CC=C3)=O)=NC=NC12 (3'-O-t-Butyldimethylsilyl-N6 -benzoyl-2'-deoxyadenosine). RXN SMILES: [C:1]([NH:9][C:10]1[C:11]2[N:12]=[CH:13][N:14]([C:46]=2[N:47]=[CH:48][N:49]=1)[C@@H:15]1[O:45][C@H:19]([CH2:20][O:21]C(C2C=CC=CC=2)(C2C=CC(OC)=CC=2)C2C=CC(OC)=CC=2)[C@@H:17]([OH:18])[CH2:16]1)(=[O:8])[C:2]1[CH:7]=[CH:6][CH:5]=[CH:4][CH:3]=1.[Si:50](O[C@@H]1[C@@H](CO)O[C@@H](N2C3N=C(NC(=O)C(C)C)NC(=O)C=3N=C2)C1)([C:53]([CH3:56])([CH3:55])[CH3:54])([CH3:52])[CH3:51]>>[Si:50]([O:18][C@@H:17]1[C@@H:19]([CH2:20][OH:21])[O:45][C@@H:15]([N:14]2[C:46]3[N:47]=[CH:48][N:49]=[C:10]([NH:9][C:1](=[O:8])[C:2]4[CH:3]=[CH:4][CH:5]=[CH:6][CH:7]=4)[C:11]=3[N:12]=[CH:13]2)[CH2:16]1)([C:53]([CH3:56])([CH3:55])[CH3:54])([CH3:52])[CH3:51]. Reported procedure: This compound was prepared from N6 -benzoyl-5'-O-(4,4'-dimethoxytrityl)-2'-deoxyadenosine by the same procedure used for the preparation of 3'-O-t-butyldimethylsilyl-N2 -isobutyryl-2'-deoxyguanosine. Reactants: CCN1CCN(c2ccc(N)cc2)CC1, CCN(C(C)C)C(C)C, CCO, CNc1ncnc(Cl)n1, [I-], [Na+]. Yields the product CCN1CCN(c2ccc(Nc3ncnc(NC)n3)cc2)CC1. RXN SMILES: [CH2:12]([CH3:13])[N:14]1[CH2:15][CH2:16][N:17]([c:20]2[cH:21][cH:22][c:23]([NH2:24])[cH:25][cH:26]2)[CH2:18][CH2:19]1.[CH2:27]([N:28]([CH:29]([CH3:30])[CH3:31])[CH:32]([CH3:33])[CH3:34])[CH3:35].[CH3:36][CH2:37][OH:38].[Cl:1][c:2]1[n:3][c:4]([NH:8][CH3:9])[n:5][cH:6][n:7]1.[I-:10].[Na+:11]>>[c:2]1([NH:24][c:23]2[cH:22][cH:21][c:20]([N:17]3[CH2:16][CH2:15][N:14]([CH2:12][CH3:13])[CH2:19][CH2:18]3)[cH:26][cH:25]2)[n:3][c:4]([NH:8][CH3:9])[n:5][cH:6][n:7]1. The reactants are [Na] (sodium), C1(=CC=CC=C1)N(CCCN(CCCN(S(=O)(=O)C1=CC=C(C=C1)C)C1=CC=CC=C1)C(=O)OC(C)(C)C)S(=O)(=O)C1=CC=C(C=C1)C (1,9-bis[(phenyl)]-1,9-bis[(4-methylphenyl)sulfonyl]-5-(t-butyloxycarbonyl)-1,5,9-triazanonane), N (ammonia), [Cl-].[NH4+] (ammonium chloride), [Na] (sodium), N (ammonia). Product: C1(=CC=CC=C1)NCCCN(CCCNC1=CC=CC=C1)C(=O)OC(C)(C)C (1,9-Bis[phenyl]-5-(t-butyloxycarbonyl)-1,5,9-triazanonane). Reaction SMILES: [C:1]1([N:7](S(C2C=CC(C)=CC=2)(=O)=O)[CH2:8][CH2:9][CH2:10][N:11]([C:32]([O:34][C:35]([CH3:38])([CH3:37])[CH3:36])=[O:33])[CH2:12][CH2:13][CH2:14][N:15]([C:26]2[CH:31]=[CH:30][CH:29]=[CH:28][CH:27]=2)S(C2C=CC(C)=CC=2)(=O)=O)[CH:6]=[CH:5][CH:4]=[CH:3][CH:2]=1.N.[Na].[Cl-].[NH4+]>>[C:1]1([NH:7][CH2:8][CH2:9][CH2:10][N:11]([C:32]([O:34][C:35]([CH3:38])([CH3:37])[CH3:36])=[O:33])[CH2:12][CH2:13][CH2:14][NH:15][C:26]2[CH:27]=[CH:28][CH:29]=[CH:30][CH:31]=2)[CH:2]=[CH:3][CH:4]=[CH:5][CH:6]=1 |f:3.4,^1:49|. Procedure: Mix 1,9-bis[(phenyl)]-1,9-bis[(4-methylphenyl)sulfonyl]-5-(t-butyloxycarbonyl)-1,5,9-triazanonane (691 mg, 1 mmol) in dry liquid ammonia (25 mL) at -40° C. Add small pieces of sodium until a permanent blue color remains. Discharge the excess sodium with saturated ammonium chloride. Allow the ammonia to evaporate spontaneously and partition the residue between ethyl acetate and water. Separate the organic phase, dry (MgSO4) and evaporate the solvent in vacuo. Purify by silica gel chromatography t... Starting materials: BrC1=CC(=C(C=C1)C)F (4-Bromo-2-fluorotoluene), C([O-])([O-])=O.[Na+].[Na+] (sodium carbonate), C1(=CC=CC=C1)C(N1N=NN=C1C1=C(C=CC=C1)B(O)O)(C1=CC=CC=C1)C1=CC=CC=C1 (2-(N-triphenylmethyl-1H-tetrazol-5-yl)benzeneboronic acid). Reagents/catalysts: [Br-].C(CCC)[N+](CCCC)(CCCC)CCCC (tetrabutylammonium bromide), C=1C=CC(=CC1)[P](C=2C=CC=CC2)(C=3C=CC=CC3)[Pd]([P](C=4C=CC=CC4)(C=5C=CC=CC5)C=6C=CC=CC6)([P](C=7C=CC=CC7)(C=8C=CC=CC8)C=9C=CC=CC9)[P](C=1C=CC=CC1)(C=1C=CC=CC1)C=1C=CC=CC1 (tetrakistriphenylphosphinepalladium). Solvent: C1(=CC=CC=C1)C (toluene). Yields the product FC=1C=C(C=CC1C)C1=C(C=CC=C1)C1=NN=NN1C(C1=CC=CC=C1)(C1=CC=CC=C1)C1=CC=CC=C1 (3-fluoro-4-methyl-2'-(N-triphenylmethyl-1H-tetrazol-5-yl)biphenyl). RXN SMILES: Br[C:2]1[CH:7]=[CH:6][C:5]([CH3:8])=[C:4]([F:9])[CH:3]=1.[C:10]1([C:16]([C:37]2[CH:42]=[CH:41][CH:40]=[CH:39][CH:38]=2)([C:31]2[CH:36]=[CH:35][CH:34]=[CH:33][CH:32]=2)[N:17]2[C:21]([C:22]3[CH:27]=[CH:26][CH:25]=[CH:24][C:23]=3B(O)O)=[N:20][N:19]=[N:18]2)[CH:15]=[CH:14][CH:13]=[CH:12][CH:11]=1.C(=O)([O-])[O-].[Na+].[Na+]>[Br-].C([N+](CCCC)(CCCC)CCCC)CCC.C1C=CC([P]([Pd]([P](C2C=CC=CC=2)(C2C=CC=CC=2)C2C=CC=CC=2)([P](C2C=CC=CC=2)(C2C=CC=CC=2)C2C=CC=CC=2)[P](C2C=CC=CC=2)(C2C=CC=CC=2)C2C=CC=CC=2)(C2C=CC=CC=2)C2C=CC=CC=2)=CC=1.C1(C)C=CC=CC=1>[F:9][C:4]1[CH:3]=[C:2]([C:23]2[CH:24]=[CH:25][CH:26]=[CH:27][C:22]=2[C:21]2[N:17]([C:16]([C:37]3[CH:38]=[CH:39][CH:40]=[CH:41][CH:42]=3)([C:31]3[CH:32]=[CH:33][CH:34]=[CH:35][CH:36]=3)[C:10]3[CH:15]=[CH:14][CH:13]=[CH:12][CH:11]=3)[N:18]=[N:19][N:20]=2)[CH:7]=[CH:6][C:5]=1[CH3:8] |f:2.3.4,5.6,^1:70,72,91,110|. Procedure details: 4-Bromo-2-fluorotoluene (5.00 g, 26 mmol, 1 eq), 2-(N-triphenylmethyl-1H-tetrazol-5-yl)benzeneboronic acid (U.S. Pat. No. 5,130,439) (14.29 g, 26 mmol, 1 eq), tetrakistriphenylphosphinepalladium (0) (1.53 g, 1.3 mmol, 0.05 eq), tetrabutylammonium bromide (0.42 g, 1.3 mmol, 0.05 eq), 2M sodium carbonate (28.99 mL, 58 mmol, 2.23 eq) and toluene (200 mL) were mixed and refluxed for 4 hours. The reaction was worked up as in example 1, part D to yield 11.98 g of an amber glass. The glass was dissolve... Reactants: [C-]#N, CCCCCC, CC#N, CCOC(C)=O, O=S(=O)(c1cccc(-c2cc(-c3ccccn3)no2)c1)C(F)(F)F, [K+], [Zn], c1ccc(P(c2ccccc2)c2ccccc2)cc1. Yields the product N#Cc1cccc(-c2cc(-c3ccccn3)no2)c1. RXN SMILES: [C-:25]#[N:26].[CH3:47][CH2:48][CH2:49][CH2:50][CH2:51][CH3:52].[CH3:53][C:54]#[N:55].[CH3:57][CH2:58][O:59][C:60](=[O:61])[CH3:62].[F:1][C:2]([F:3])([F:4])[S:5]([c:6]1[cH:7][c:8](-[c:12]2[cH:13][c:14](-[c:17]3[n:18][cH:19][cH:20][cH:21][cH:22]3)[n:15][o:16]2)[cH:9][cH:10][cH:11]1)(=[O:23])=[O:24].[K+:27].[Zn:56].[c:28]1([P:29]([c:30]2[cH:31][cH:32][cH:33][cH:34][cH:35]2)[c:36]2[cH:37][cH:38][cH:39][cH:40][cH:41]2)[cH:42][cH:43][cH:44][cH:45][cH:46]1>>[c:6]1([C:25]#[N:26])[cH:7][c:8](-[c:12]2[cH:13][c:14](-[c:17]3[n:18][cH:19][cH:20][cH:21][cH:22]3)[n:15][o:16]2)[cH:9][cH:10][cH:11]1.